From a dataset of the Open Reaction Database (ORD), a public repository of structured organic reaction records. describe an organic reaction: reactants, conditions, products, and yield Reaction SMILES: [CH2:19]([CH:20]=[CH:21][CH3:22])[Cl:23].[CH2:1]([c:2]1[cH:3][cH:4][cH:5][cH:6][cH:7]1)[O:8][C:9]([CH:10]([CH3:11])[c:12]1[cH:13][cH:14][cH:15][cH:16][cH:17]1)=[O:18].[CH3:26][Si:27]([CH3:28])([CH3:29])[N-:30][Si:31]([CH3:32])([CH3:33])[CH3:34].[I-:24].[Li+:25].[Li+:35].[O:36]1[CH2:37][CH2:38][CH2:39][CH2:40]1>>[CH2:1]([c:2]1[cH:3][cH:4][cH:5][cH:6][cH:7]1)[O:8][C:9]([C:10]([CH3:11])([c:12]1[cH:13][cH:14][cH:15][cH:16][cH:17]1)[CH2:19][CH:20]=[CH:21][CH3:22])=[O:18]. Reactants: CC=CCCl, CC(C(=O)OCc1ccccc1)c1ccccc1, C[Si](C)(C)[N-][Si](C)(C)C, [I-], [Li+], [Li+], C1CCOC1. Yields the product CC=CCC(C)(C(=O)OCc1ccccc1)c1ccccc1. The reactants are O=Cc1c(O)cc(OC2CCCCO2)cc1Br, O=C([O-])[O-], C1CCOC1, CI, [K+], [K+]. Yields the product COc1cc(OC2CCCCO2)cc(Br)c1C=O. As a reaction SMILES: [Br:1][c:2]1[c:3]([CH:4]=[O:5])[c:6]([OH:17])[cH:7][c:8]([O:10][CH:11]2[O:12][CH2:13][CH2:14][CH2:15][CH2:16]2)[cH:9]1.[C:18](=[O:19])([O-:20])[O-:21].[CH2:26]1[O:27][CH2:28][CH2:29][CH2:30]1.[I:24][CH3:25].[K+:22].[K+:23]>>[Br:1][c:2]1[c:3]([CH:4]=[O:5])[c:6]([O:17][CH3:18])[cH:7][c:8]([O:10][CH:11]2[O:12][CH2:13][CH2:14][CH2:15][CH2:16]2)[cH:9]1. The reactants are C1CCOC1, Clc1ccc2cc[nH]c2c1, O=C1CCC(=O)N1I. The product is Clc1ccc2c(I)c[nH]c2c1. RXN SMILES: [CH2:19]1[O:20][CH2:21][CH2:22][CH2:23]1.[Cl:1][c:2]1[cH:3][cH:4][c:5]2[cH:6][cH:7][nH:8][c:9]2[cH:10]1.[O:11]=[C:12]1[N:13]([I:18])[C:14](=[O:15])[CH2:16][CH2:17]1>>[Cl:1][c:2]1[cH:3][cH:4][c:5]2[c:6]([I:18])[cH:7][nH:8][c:9]2[cH:10]1. The reactants are C(C)OP(=O)(CCCCC1=CC=CC=C1)CC(=O)O ([Ethoxy(4-phenylbutyl)phosphinyl]acetic acid), [OH-].[Na+] (sodium hydroxide). Solvent: O1CCCC1.CCCCCC (tetrahydrofuran hexane). Product: OP(=O)(CCCCC1=CC=CC=C1)CC(=O)O ([hydroxy(4-phenylbutyl)phosphinyl]acetic acid). As a reaction SMILES: C([O:3][P:4]([CH2:16][C:17]([OH:19])=[O:18])([CH2:6][CH2:7][CH2:8][CH2:9][C:10]1[CH:15]=[CH:14][CH:13]=[CH:12][CH:11]=1)=[O:5])C.[OH-].[Na+]>O1CCCC1.CCCCCC>[OH:5][P:4]([CH2:16][C:17]([OH:19])=[O:18])([CH2:6][CH2:7][CH2:8][CH2:9][C:10]1[CH:15]=[CH:14][CH:13]=[CH:12][CH:11]=1)=[O:3] |f:1.2,3.4|. Procedure: [Ethoxy(4-phenylbutyl)phosphinyl]acetic acid from Example 1(b), is further saponified by heating with excess sodium hydroxide, acidification and recrystallization of the product from tetrahydrofuran/hexane to obtain [hydroxy(4-phenylbutyl)phosphinyl]acetic acid; m.p. 109.5°-110°. Reactants: C(C)(C)(C)OC(=O)N([C@@H](CCCCN)C(=O)O)C(=O)OC(C)(C)C (di(t-butoxycarbonyl)L-lysine), NC1C(NC2=C(CC1)C=CC=C2)=O (3-amino-2,3,4,5-tetrahydro-1H-[1]benzazepin-2-one), C26H40N4O6. Product: C(C)(C)(C)OC(=O)N[C@H](C(=O)NC1C(NC2=C(CC1)C=CC=C2)=O)CCCCNC(=O)OC(C)(C)C (2(S),6-Di-(t-butoxycarbonylamino)-N-[2,3,4,5-tetrahydro-2-oxo-1H-1-benzazepin-3-yl]-hexanamide). As a reaction SMILES: C(OC([N:8]([C:18]([O:20][C:21]([CH3:24])([CH3:23])[CH3:22])=[O:19])[C@H:9]([C:15]([OH:17])=O)[CH2:10][CH2:11][CH2:12][CH2:13][NH2:14])=O)(C)(C)C.[NH2:25][CH:26]1[CH2:32][CH2:31][C:30]2[CH:33]=[CH:34][CH:35]=[CH:36][C:29]=2[NH:28][C:27]1=[O:37]>>[C:21]([O:20][C:18]([NH:8][C@@H:9]([CH2:10][CH2:11][CH2:12][CH2:13][NH:14][C:18]([O:20][C:21]([CH3:24])([CH3:23])[CH3:22])=[O:19])[C:15]([NH:25][CH:26]1[CH2:32][CH2:31][C:30]2[CH:33]=[CH:34][CH:35]=[CH:36][C:29]=2[NH:28][C:27]1=[O:37])=[O:17])=[O:19])([CH3:22])([CH3:23])[CH3:24]. Procedure details: Prepared from Na, Ne -di(t-butoxycarbonyl)L-lysine and 3-amino-2,3,4,5-tetrahydro-1H-[1]benzazepin-2-one (Example 1, Step A) by the procedure described in Example 25, Step A. 1H NMR (200 MHz, CDCl3): 1.2-2.1 (m,24 H), 2.6-3.3 (m,6 H), 4.20 (m,1 H), 4.62 (m,2H), 5.26 (m,1H), 7.0-7.4 (m,4 H). FAB-MS: calculated for C26H40N4O6 504; found 505 (M+H,20%). Starting materials: C(#N)\C(\C(=O)OCC)=C\1/CC(CC1)(C)C ((E)-ethyl 2-cyano-2-(3,3-dimethylcyclopentylidene)acetate), [C-]#N.[Na+] (sodium cyanide). Solvent: CCO (EtOH). Yields the product C(#N)CC1(CC(CC1)(C)C)C#N (1-(Cyanomethyl)-3,3-dimethylcyclopentanecarbonitrile). Reaction SMILES: [C:1](/[C:3](=[C:9]1\[CH2:10][C:11]([CH3:15])([CH3:14])[CH2:12][CH2:13]\1)/C(OCC)=O)#[N:2].[C-:16]#[N:17].[Na+]>CCO>[C:1]([CH2:3][C:9]1([C:16]#[N:17])[CH2:13][CH2:12][C:11]([CH3:14])([CH3:15])[CH2:10]1)#[N:2] |f:1.2|. Reported procedure: To a round bottomed flask equipped with a stir bar and a reflux condenser, containing (E)-ethyl 2-cyano-2-(3,3-dimethylcyclopentylidene)acetate (9.5 g, 46 mmol) in EtOH (50 mL), was added sodium cyanide (2.3 g, 46 mmol). The reaction mixture was refluxed for 24 h, cooled to RT and concentrated to dryness. The residue was diluted with water (50 mL) and extracted with ethyl acetate (2×50 mL). The combined organics was dried with Na2SO4, concentrated to dryness and subjected to FCC to afford the ti... The reactants are CC1(C)OB(c2cnc(N)nc2)OC1(C)C, CC(O)C(=O)N1CCN(Cc2cc3c(N4CCOCC4)nc(Cl)nc3s2)CC1. Product: CC(O)C(=O)N1CCN(Cc2cc3c(N4CCOCC4)nc(-c4cnc(N)nc4)nc3s2)CC1. As a reaction SMILES: [CH3:29][C:30]1([CH3:31])[C:32]([CH3:33])([CH3:34])[O:35][B:36]([c:37]2[cH:38][n:39][c:40]([NH2:43])[n:41][cH:42]2)[O:44]1.[Cl:1][c:2]1[n:3][c:4]([N:23]2[CH2:24][CH2:25][O:26][CH2:27][CH2:28]2)[c:5]2[c:6]([n:7]1)[s:8][c:9]([CH2:11][N:12]1[CH2:13][CH2:14][N:15]([C:18]([CH:19]([CH3:20])[OH:21])=[O:22])[CH2:16][CH2:17]1)[cH:10]2>>[c:2]1(-[c:37]2[cH:38][n:39][c:40]([NH2:43])[n:41][cH:42]2)[n:3][c:4]([N:23]2[CH2:24][CH2:25][O:26][CH2:27][CH2:28]2)[c:5]2[c:6]([n:7]1)[s:8][c:9]([CH2:11][N:12]1[CH2:13][CH2:14][N:15]([C:18]([CH:19]([CH3:20])[OH:21])=[O:22])[CH2:16][CH2:17]1)[cH:10]2.